The task is: describe an organic reaction: reactants, conditions, products, and yield. This data is from the Open Reaction Database (ORD), a public repository of structured organic reaction records. The reactants are ( ii ), CN1C(N(CC1C(=O)OC(C)(C)C)C1=NC=CC=C1)=O (1,1-dimethylethyl 3-methyl-2-oxo-1-(2-pyridinyl)-4-imidazolidinecarboxylate), C(=O)(C(F)(F)F)O.C(Cl)Cl (TFA DCM). The product is OC(=O)C(F)(F)F.CN1C(N(CC1C(=O)O)C1=NC=CC=C1)=O (3-methyl-2-oxo-1-(2-pyridinyl)-4-imidazolidinecarboxylic acid TFA salt). As a reaction SMILES: [CH3:1][N:2]1[CH:6]([C:7]([O:9]C(C)(C)C)=[O:8])[CH2:5][N:4]([C:14]2[CH:19]=[CH:18][CH:17]=[CH:16][N:15]=2)[C:3]1=[O:20].[C:21]([OH:27])([C:23]([F:26])([F:25])[F:24])=[O:22].C(Cl)Cl>>[OH:27][C:21]([C:23]([F:26])([F:25])[F:24])=[O:22].[CH3:1][N:2]1[CH:6]([C:7]([OH:9])=[O:8])[CH2:5][N:4]([C:14]2[CH:19]=[CH:18][CH:17]=[CH:16][N:15]=2)[C:3]1=[O:20] |f:1.2,3.4|. Procedure details: A solution of 1,1-dimethylethyl 3-methyl-2-oxo-4-imidazolidinecarboxylate (400 mg, 2 mmol) (prepared as described in step (iii) of Example 13) and 2-bromopyridine (316 mg, 2 mmol) in 1,4-dioxane (10 ml) was treated with cesium carbonate (977 mg, 3 mmol), Xantphos™ (87 mg, 0.15 mmol) and tris(dibenzylideneacetone)dipalladium(0) (45.8 mg, 0.05 mmol) and the mixture was heated under reflux under argon for 18 hours. After cooling to room temperature, the reaction mixture was diluted with water and e... Starting materials: ClC=1C=C(C=CC1)N1CCN(CC1)CCCN1NC(=NC1=O)CC (2-[3-[4-(3-chlorophenyl)-1-piperazinyl]propyl]-5-ethyl-1H-1,2,4-triazol-3(2H)-one), O(C1=CC=CC=C1)CCCBr (3-phenoxypropyl bromide), C([O-])([O-])=O.[K+].[K+] (potassium carbonate), [I-].[K+] (potassium iodide), hydrochloride salt, Cl.ClC=1C=C(C=CC1)N1CCN(CC1)CCCN1N=C(N(C1=O)CCCOC1=CC=CC=C1)CC (2-[3-[4-(3-chlorophenyl)-1-piperazinyl]propyl]-5-ethyl-2,4-dihydro-4-(3-phenoxypropyl)-3H-1,2,4-triazol-3 -one hydrochloride). The solvent is C(C)#N (acetonitrile), C(C)O (ethanol). The product is ClC=1C=C(C=CC1)N1CCN(CC1)CCCN1N=C(N(C1=O)CCCOC1=CC=CC=C1)CC (2-[3-[4-(3-Chlorophenyl)-1-piperazinyl]propyl]-5-ethyl-2,4-dihydro-4-(3-phenoxypropyl)-3H-1,2,4-triazol-3-one). Yield: 22.0%. Reaction SMILES: ClC1C=C(N2CCN(CCCN3C(=O)N=C(CC)N3)CC2)C=CC=1.O(CCCBr)C1C=CC=CC=1.C(=O)([O-])[O-].[K+].[K+].[I-].[K+].Cl.[Cl:45][C:46]1[CH:47]=[C:48]([N:52]2[CH2:57][CH2:56][N:55]([CH2:58][CH2:59][CH2:60][N:61]3[C:65](=[O:66])[N:64]([CH2:67][CH2:68][CH2:69][O:70][C:71]4[CH:76]=[CH:75][CH:74]=[CH:73][CH:72]=4)[C:63]([CH2:77][CH3:78])=[N:62]3)[CH2:54][CH2:53]2)[CH:49]=[CH:50][CH:51]=1>C(O)C.C(#N)C>[Cl:45][C:46]1[CH:47]=[C:48]([N:52]2[CH2:53][CH2:54][N:55]([CH2:58][CH2:59][CH2:60][N:61]3[C:65](=[O:66])[N:64]([CH2:67][CH2:68][CH2:69][O:70][C:71]4[CH:76]=[CH:75][CH:74]=[CH:73][CH:72]=4)[C:63]([CH2:77][CH3:78])=[N:62]3)[CH2:56][CH2:57]2)[CH:49]=[CH:50][CH:51]=1 |f:2.3.4,5.6,7.8|. Procedure: A mixture of 2-[3-[4-(3-chlorophenyl)-1-piperazinyl]propyl]-5-ethyl-1H-1,2,4-triazol-3(2H)-one (3.86 g., 0.01 mole), 3-phenoxypropyl bromide (2.15 g., 0.01 mole), potassium carbonate (4.15 g., 0.01 mole) and a trace of potassium iodide in 50 ml. of acetonitrile is refluxed for a 65 hr. period. The reaction mixture is filtered, the filtrate concentrated under reduced pressure and residual material taken up in ether and filtered. Solvent is removed and further purification carried out by sequentia... Starting materials: FC1=C(C#N)C=CC=N1 (2-Fluoro-nicotinonitrile), ClC1=C(C=C(C=N1)O)F (6-chloro-5-fluoro-pyridin-3-ol). Yields the product ClC1=C(C=C(C=N1)OC1=C(C#N)C=CC=N1)F (2-(6-Chloro-5-fluoro-pyridin-3-yloxy)-nicotinonitrile). RXN SMILES: F[C:2]1[N:9]=[CH:8][CH:7]=[CH:6][C:3]=1[C:4]#[N:5].[Cl:10][C:11]1[N:16]=[CH:15][C:14]([OH:17])=[CH:13][C:12]=1[F:18]>>[Cl:10][C:11]1[N:16]=[CH:15][C:14]([O:17][C:2]2[N:9]=[CH:8][CH:7]=[CH:6][C:3]=2[C:4]#[N:5])=[CH:13][C:12]=1[F:18]. Procedure details: 2-Fluoro-nicotinonitrile was reacted with 6-chloro-5-fluoro-pyridin-3-ol according to the method of Example 85A to provide the title compound. MS (DCI/NH3) m/z 250 (M)+, 252 (M+2)+. Reactants: C123OC(NC1C1CC(CC(C2)C1)C3)=O (2-Oxa-4-azatetracyclo[6.3.1.16,10.01,5]tridecan-3-one), [OH-].[K+] (potassium hydroxide). The solvent is O1CCOCC1 (1,4-dioxane). Product: NC1C2(CC3CC(CC1C3)C2)O (2-Aminotricyclo[3.3.1.13,7]decan-1-ol). The yield is 70.0%. Reaction SMILES: [C:1]123[CH2:13][CH:8]4[CH2:9][CH:10]([CH2:12][CH:6]([CH2:7]4)[CH:5]1[NH:4]C(=O)[O:2]2)[CH2:11]3.[OH-].[K+]>O1CCOCC1>[NH2:4][CH:5]1[CH:6]2[CH2:7][CH:8]3[CH2:9][CH:10]([CH2:11][C:1]1([OH:2])[CH2:13]3)[CH2:12]2 |f:1.2|. Reported procedure: 2-Oxa-4-azatetracyclo[6.3.1.16,10.01,5]tridecan-3-one (76 mg, 0.395 mmol) in 1,4-dioxane (1 mL) was stirred with 5 M aqueous potassium hydroxide at 70° C. for 1 day. After completion of the reaction, the reaction solution was extracted with chloroform, and the organic layer was dried over anhydrous sodium sulfate and evaporated under reduced pressure to give the desired product (70% yield). Starting materials: C(C)(C)(C)OC(=O)NC(=NC(=O)OC(C)(C)C)N1CC2=CC(=CC=C2CC1)OCC1CCN(CC1)C1=NC=C(C=C1)N (N,N′-di-tert-butoxycarbonyl-7-[1-(5-aminopyridin-2-yl)piperidin-4-ylmethoxy]-1,2,3,4-tetrahydroisoquinoline-2-carboxamidine), C(C)(=O)OC(C)=O (acetic anhydride), N1=CC=CC=C1 (pyridine). The solvent is O1CCCC1 (tetrahydrofuran). Reaction conditions: time 2 hour. Yields the product C(C)(C)(C)OC(=O)NC(=NC(=O)OC(C)(C)C)N1CC2=CC(=CC=C2CC1)OCC1CCN(CC1)C1=NC=C(C=C1)NC(C)=O (N-[2-[4-[2-(N,N′-Di-tert-Butoxycarbonylamidino)-1,2,3,4-tetrahydroisoquinolin-7-yloxymethyl]piperidin-1-yl]pyridin-5-yl]acetamide). Reaction SMILES: [C:1]([O:5][C:6]([NH:8][C:9]([N:18]1[CH2:27][CH2:26][C:25]2[C:20](=[CH:21][C:22]([O:28][CH2:29][CH:30]3[CH2:35][CH2:34][N:33]([C:36]4[CH:41]=[CH:40][C:39]([NH2:42])=[CH:38][N:37]=4)[CH2:32][CH2:31]3)=[CH:23][CH:24]=2)[CH2:19]1)=[N:10][C:11]([O:13][C:14]([CH3:17])([CH3:16])[CH3:15])=[O:12])=[O:7])([CH3:4])([CH3:3])[CH3:2].[C:43](OC(=O)C)(=[O:45])[CH3:44].N1C=CC=CC=1>O1CCCC1>[C:14]([O:13][C:11]([NH:10][C:9]([N:18]1[CH2:27][CH2:26][C:25]2[C:20](=[CH:21][C:22]([O:28][CH2:29][CH:30]3[CH2:31][CH2:32][N:33]([C:36]4[CH:41]=[CH:40][C:39]([NH:42][C:43](=[O:45])[CH3:44])=[CH:38][N:37]=4)[CH2:34][CH2:35]3)=[CH:23][CH:24]=2)[CH2:19]1)=[N:8][C:6]([O:5][C:1]([CH3:2])([CH3:3])[CH3:4])=[O:7])=[O:12])([CH3:16])([CH3:17])[CH3:15]. Reported procedure: To a solution of N,N′-di-tert-butoxycarbonyl-7-[1-(5-aminopyridin-2-yl)piperidin-4-ylmethoxy]-1,2,3,4-tetrahydroisoquinoline-2-carboxamidine (100 mg) in tetrahydrofuran (1.5 ml) were added acetic anhydride (0.017 ml) and pyridine (0.017 ml), and the mixture was stirred at room temperature for 2 hours. After completion of the reaction, the mixture was extracted with ethyl acetate and washed successively with water and saturated brine. The organic layer was dried over anhydrous sodium sulfate and ... Reactants: C(C(=O)Cl)(=O)Cl (Oxalyl chloride), C(C)(=O)OC1=C(C(=O)N)C=CC=C1OC(C)=O (2,3-diacetoxybenzamide). Run in ClCCCl (1,2-dichloroethane). Product: C(C)(=O)OC1=C(C(=O)N=C=O)C=CC=C1OC(C)=O (2,3-diacetoxybenzoyl isocyanate). Reaction SMILES: C(Cl)(=O)[C:2](Cl)=[O:3].[C:7]([O:10][C:11]1[C:19]([O:20][C:21](=[O:23])[CH3:22])=[CH:18][CH:17]=[CH:16][C:12]=1[C:13]([NH2:15])=[O:14])(=[O:9])[CH3:8]>ClCCCl>[C:7]([O:10][C:11]1[C:19]([O:20][C:21](=[O:23])[CH3:22])=[CH:18][CH:17]=[CH:16][C:12]=1[C:13]([N:15]=[C:2]=[O:3])=[O:14])(=[O:9])[CH3:8]. Procedure: Oxalyl chloride (5.3 g) was added to a solution of 2,3-diacetoxybenzamide (4.0 g) in 1,2-dichloroethane (40 ml) with stirring under cooling. The mixture was gradually heated to a reflux temperature and allowed to react under reflux for 10 hours. Then, the solvent and excess oxalyl chloride were distilled off under reduced pressure to give 2,3-diacetoxybenzoyl isocyanate, which was dissolved in anhydrous dichloromethane (40 ml) for the subsequent reaction.